From a dataset of the Open Reaction Database (ORD), a public repository of structured organic reaction records. describe an organic reaction: reactants, conditions, products, and yield Starting materials: ClCCl, COCCOCCO, [Na+], [OH-], Cc1nc2c3c(ccn2c1C)C(O)C(O)C(c1ccccc1)N3, O=S(=O)(O)O. Yields the product COCCOCCOC1c2ccn3c(C)c(C)nc3c2NC(c2ccccc2)C1O. RXN SMILES: [CH2:29]([Cl:30])[Cl:31].[CH3:34][O:35][CH2:36][CH2:37][O:38][CH2:39][CH2:40][OH:41].[Na+:33].[OH-:32].[OH:1][CH:2]1[CH:3]([OH:23])[CH:4]([c:17]2[cH:18][cH:19][cH:20][cH:21][cH:22]2)[NH:5][c:6]2[c:7]3[n:8]([cH:9][cH:10][c:11]21)[c:12]([CH3:16])[c:13]([CH3:15])[n:14]3.[S:24](=[O:25])(=[O:26])([OH:27])[OH:28]>>[O:1]([CH:2]1[CH:3]([OH:23])[CH:4]([c:17]2[cH:18][cH:19][cH:20][cH:21][cH:22]2)[NH:5][c:6]2[c:7]3[n:8]([cH:9][cH:10][c:11]21)[c:12]([CH3:16])[c:13]([CH3:15])[n:14]3)[CH2:40][CH2:39][O:38][CH2:37][CH2:36][O:35][CH3:34]. As a reaction SMILES: C([O:3][C:4](=O)[CH2:5][CH:6]([C:13]1[CH:14]=[C:15]2[C:19](=[C:20]([F:22])[CH:21]=1)[NH:18][CH:17]=[C:16]2[C:23]#[N:24])[C:7]1[CH:12]=[CH:11][CH:10]=[CH:9][CH:8]=1)C.OCCC(N1C2C(=CC=CC=2)C(C#N)=C1)C1C=CC=CC=1>>[F:22][C:20]1[CH:21]=[C:13]([CH:6]([C:7]2[CH:12]=[CH:11][CH:10]=[CH:9][CH:8]=2)[CH2:5][CH2:4][OH:3])[CH:14]=[C:15]2[C:19]=1[NH:18][CH:17]=[C:16]2[C:23]#[N:24]. Reactants: C(C)OC(CC(C1=CC=CC=C1)C=1C=C2C(=CNC2=C(C1)F)C#N)=O (3-(3-cyano-7-fluoro-1H-indol-5-yl)-3-phenyl-propionic acid ethyl ester), OCCC(C1=CC=CC=C1)N1C=C(C2=CC=CC=C12)C#N ((3-Hydroxy-1-pheny-propyl)-1H-indole-3-carbonitrile). Yields the product FC=1C=C(C=C2C(=CNC12)C#N)C(CCO)C1=CC=CC=C1 (7-Fluoro-5-(3-hydroxy-1-phenyl-propyl)-1H-indole-3-carbonitrile). Reported procedure: 7-Fluoro-5-(3-hydroxy-1-phenyl-propyl)-1H-indole-3-carbonitrile LXXXVIII (328 mg) was prepared from 3-(3-cyano-7-fluoro-1H-indol-5-yl)-3-phenyl-propionic acid ethyl ester using the procedure described above for preparation of -(3-Hydroxy-1-pheny-propyl)-1H-indole-3-carbonitrile LX (Example 14). Starting materials: CC(C)(C)OC(=O)N[C@@H](CC1=CC=C(C=C1)Cl)C(=O)O (Boc-L-4-chlorophenylalanine), CNC (dimethylamine), N[C@H](C(=O)O)CCSSCC[C@@H](C(=O)O)N ((S)-2-amino-4-((S)-3-amino-3-carboxy-propyldisulfanyl)-butyric acid), N1(N=NC2=C1C=CC=C2)OC(=[N+](C)C)N(C)C (O-benzotriazol-1-yl-N,N,N′,N′-tetramethyluronium), C(C)(C)N(CC)C(C)C (diisopropylethylamine), FC(C(=O)O)(F)F (Trifluoroacetic acid). Run in ClCCl (dichloromethane), CN(C=O)C (N,N-dimethylformamide), C(C)(=O)OCC (Ethyl acetate). Run at temperature 0 celsius, time 30 minute. Product: FC(C(=O)O)(F)F.N[C@H](C(=O)N(C)C)CC1=CC=C(C=C1)Cl ((S)-2-amino-3-(4-chloro-phenyl)-N,N-dimethyl-propionamide trifluoroacetate salt). As a reaction SMILES: CC(OC([NH:8][C@H:9]([C:18]([OH:20])=O)[CH2:10][C:11]1[CH:16]=[CH:15][C:14]([Cl:17])=[CH:13][CH:12]=1)=O)(C)C.[CH3:21][NH:22][CH3:23].N[C@@H](CCSSCC[C@H](N)C(O)=O)C(O)=O.N1(OC(N(C)C)=[N+](C)C)C2C=CC=CC=2N=N1.C(N(C(C)C)CC)(C)C.[F:66][C:67]([F:72])([F:71])[C:68]([OH:70])=[O:69]>CN(C)C=O.ClCCl.C(OCC)(=O)C>[F:66][C:67]([F:72])([F:71])[C:68]([OH:70])=[O:69].[NH2:8][C@@H:9]([CH2:10][C:11]1[CH:16]=[CH:15][C:14]([Cl:17])=[CH:13][CH:12]=1)[C:18]([N:22]([CH3:23])[CH3:21])=[O:20] |f:9.10|. Reported procedure: A mixture of Boc-L-4-chlorophenylalanine (Bachem California Inc., Torrance, Calif., USA; 5.0 g, 16.7 mmol), dimethylamine (2 M in tetrahydrofuran; 12.5 mL, 25 mmol), 1-hydroxybenzotriazole (available from 3B Scientific Corporation, Libertyville, Ill. 60048, USA; 2.69 g, 19.9 mmol), O-benzotriazol-1-yl-N,N,N′,N′-tetramethyluronium hexafluororophosphate (available from Aldrich Chemical Company, Inc., 1001 West Saint Paul Avenue, Milwaukee, Wis. 53233, USA; 7.5 g, 19.8 mmol) and diisopropylethylami... Reactants: ClC=1C2=C(N=CN1)NC(=C2C)C (4-chioro-5,6-dimethyl-7H-pyrrolo[2,3-d]pyrimidine), BrC1=CC=C2CCNC2=C1 (6-bromo-2,3-dihydroindole). The product is BrC1=CC=C2CCN(C2=C1)C=1C2=C(N=CN1)NC(=C2C)C (4-(6-Bromo-2,3-dihydroindol-1-yl)-5,6-dimethyl-7H-pyrrolo[2,3-d]pyrimidine). As a reaction SMILES: Cl[C:2]1[C:3]2[C:10]([CH3:11])=[C:9]([CH3:12])[NH:8][C:4]=2[N:5]=[CH:6][N:7]=1.[Br:13][C:14]1[CH:22]=[C:21]2[C:17]([CH2:18][CH2:19][NH:20]2)=[CH:16][CH:15]=1>>[Br:13][C:14]1[CH:22]=[C:21]2[C:17]([CH2:18][CH2:19][N:20]2[C:2]2[C:3]3[C:10]([CH3:11])=[C:9]([CH3:12])[NH:8][C:4]=3[N:5]=[CH:6][N:7]=2)=[CH:16][CH:15]=1. Reported procedure: This product is prepared in a manner analogous to that described in Example 1 from 4-chioro-5,6-dimethyl-7H-pyrrolo[2,3-d]pyrimidine and 6-bromo-2,3-dihydroindole (1.1 equivalents, see WO 95/23141; CAS Reg. No. 63 839-24-7). Reactants: CON(C(C)=O)C (N-methoxy-N-methylacetamide), [Li]CCCC (n-BuLi), ClC=1SC=CN1 (2-chlorothiazole). Run in C1CCOC1 (THF), O (H2O), hexanes, C1CCOC1 (THF), C1CCOC1 (THF). Reaction conditions: temperature 25 celsius, time 1 hour. Product: ClC=1SC(=CN1)C(C)=O (1-(2-Chlorothiazol-5-yl)ethanone). The yield is 73.0%. Reaction SMILES: [Cl:1][C:2]1[S:3][CH:4]=[CH:5][N:6]=1.[Li]CCCC.CON(C)[C:15](=[O:17])[CH3:16]>C1COCC1.O>[Cl:1][C:2]1[S:3][C:4]([C:15](=[O:17])[CH3:16])=[CH:5][N:6]=1. Procedure: A solution of 2-chlorothiazole (2.5 g, 21 mmol) in THF (10 mL) was added dropwise to a chilled (−75° C.) 2.5 M hexanes solution of n-BuLi (9.2 mL, 23 mmol) in THF (70 mL). After the addition was complete the reaction mixture was stirred for 1 hr. Then a solution of N-methoxy-N-methylacetamide (2.4 g, 23 mmol) in THF (5 mL) was added. The reaction was allowed to stir overnight while warming to 25° C. The reaction was diluted with H2O and thrice extracted with ethyl ether. The organic portions wer... The reactants are ClS(=O)(=O)O (chlorosulfonic acid), S(O)(O)(=O)=O (sulfuric acid), ClC1=CC=CC=C1 (chlorobenzene). Yields the product S(=O)(=O)(O)Cl.ClC1=CC=CC=C1 (chlorobenzene sulfochloride). RXN SMILES: [Cl:1][S:2]([OH:5])(=[O:4])=[O:3].S(=O)(=O)(O)O.[Cl:11][C:12]1[CH:17]=[CH:16][CH:15]=[CH:14][CH:13]=1>>[S:2]([Cl:1])([OH:5])(=[O:4])=[O:3].[Cl:11][C:12]1[CH:17]=[CH:16][CH:15]=[CH:14][CH:13]=1 |f:3.4|. Procedure: The operation was carried out in the same manner as in Example 1 except that the reaction product of chlorosulfonic acid and chlorobenzene was dropwise added to 788 g of 60% sulfuric acid. After the liquid phase separation, about 1100 g of sulfuric acid having a concentration of 73% was obtained from the lower layer. From the upper layer, 286 g of chlorobenzene sulfochloride having a purity of 92% was obtained. The yield based on the feed chlorobenzene was 83%.